This data is from the Open Reaction Database (ORD), a public repository of structured organic reaction records. The task is: describe an organic reaction: reactants, conditions, products, and yield Reactants: C1(=CC=CC=C1)C(=O)C=O (phenylglyoxal), CC1=C(C=CC(=C1)C)CC(N)C (2-(2,4-dimethylphenyl)-1-methylethanamine). The product is CC1=C(C=CC(=C1)C)CC(C)NCC(C1=CC=CC=C1)O (N-(2-(2,4-Dimethylphenyl)-1-methylethyl)-2-hydroxy-2-phenyl ethanamine). RXN SMILES: [C:1]1([C:7]([CH:9]=O)=[O:8])[CH:6]=[CH:5][CH:4]=[CH:3][CH:2]=1.[CH3:11][C:12]1[CH:17]=[C:16]([CH3:18])[CH:15]=[CH:14][C:13]=1[CH2:19][CH:20]([CH3:22])[NH2:21]>>[CH3:11][C:12]1[CH:17]=[C:16]([CH3:18])[CH:15]=[CH:14][C:13]=1[CH2:19][CH:20]([NH:21][CH2:9][CH:7]([OH:8])[C:1]1[CH:6]=[CH:5][CH:4]=[CH:3][CH:2]=1)[CH3:22]. Procedure details: The title compound was prepared in the manner described in Example 9 using phenylglyoxal and 2-(2,4-dimethylphenyl)-1-methylethanamine. The residual oil was chromatographed on Kieselgel 60 using 3% methanol-chloroform. Recrystallization of the resulting solid from hexane gave the title compound m.p. 91-92 as a 6:94 mixture of diastereoisomers. τ(CDCl3) 8.9 (3H, d, J=6 Hz), 7.7 (6H, s), 6.9-7.6 (5H, (m) +2H, disappears with D2O) 5.35 (1H, m), 3.05 (3H, s), 2.68 (5H, m).